Dataset: the Open Reaction Database (ORD), a public repository of structured organic reaction records. Task: describe an organic reaction: reactants, conditions, products, and yield Reactants: ClC1=C(C=C(C=C1)[C@]1(O)[C@H](O)[C@@H](O)[C@H](O)[C@H](O1)CO)CC1=CC=C(C=C1)C#C (1-chloro-4-(β-D-glucopyranos-1-yl)-2-(4-ethynyl-benzyl)-benzene), IC1=NC=CN=C1 (iodo-pyrazine). The product is ClC1=C(C=C(C=C1)[C@]1(O)[C@H](O)[C@@H](O)[C@H](O)[C@H](O1)CO)CC1=CC=C(C=C1)C#CC1=NC=CN=C1 (1-Chloro-4-(β-D-glucopyranos-1-yl)-2-[4-(pyrazine-2-yl-ethynyl)-benzyl]-benzene). Reaction SMILES: [Cl:1][C:2]1[CH:7]=[CH:6][C:5]([C@:8]2([O:17][C@H:16]([CH2:18][OH:19])[C@@H:14]([OH:15])[C@H:12]([OH:13])[C@H:10]2[OH:11])[OH:9])=[CH:4][C:3]=1[CH2:20][C:21]1[CH:26]=[CH:25][C:24]([C:27]#[CH:28])=[CH:23][CH:22]=1.I[C:30]1[CH:35]=[N:34][CH:33]=[CH:32][N:31]=1>>[Cl:1][C:2]1[CH:7]=[CH:6][C:5]([C@:8]2([O:17][C@H:16]([CH2:18][OH:19])[C@@H:14]([OH:15])[C@H:12]([OH:13])[C@H:10]2[OH:11])[OH:9])=[CH:4][C:3]=1[CH2:20][C:21]1[CH:22]=[CH:23][C:24]([C:27]#[C:28][C:30]2[CH:35]=[N:34][CH:33]=[CH:32][N:31]=2)=[CH:25][CH:26]=1. Procedure details: The compound was obtained starting from 1-chloro-4-(β-D-glucopyranos-1-yl)-2-(4-ethynyl-benzyl)-benzene and iodo-pyrazine. The reactants are ClC=1C=CC(=C(C(=O)C2=CC=NC=C2C(=O)O)C1)F (4-(5-chloro-2-fluorobenzoyl)nicotinic acid), ClC=1C=CC(=C(C(=O)C2=C(C(=O)O)C=CN=C2)C1)F (3-(5-chloro-2-fluorobenzoyl)isonicotinic acid). Reagents/catalysts: [Cu].[Zn] (Zinc-copper couple). The solvent is Cl (HCl), C(=O)O (formic acid). Run at temperature 80 celsius, time 15 minute. Yields the product ClC=1C=CC(=C(CC2=CC=NC=C2C(=O)O)C1)F (4-(5-chloro-2-fluorobenzyl)nicotinic acid). Reaction SMILES: [Cl:1][C:2]1[CH:3]=[CH:4][C:5]([F:19])=[C:6]([CH:18]=1)[C:7]([C:9]1[C:14]([C:15]([OH:17])=[O:16])=[CH:13][N:12]=[CH:11][CH:10]=1)=O.ClC1C=CC(F)=C(C=1)C(C1C=NC=CC=1C(O)=O)=O>C(O)=O.Cl.[Cu].[Zn]>[Cl:1][C:2]1[CH:3]=[CH:4][C:5]([F:19])=[C:6]([CH:18]=1)[CH2:7][C:9]1[C:14]([C:15]([OH:17])=[O:16])=[CH:13][N:12]=[CH:11][CH:10]=1 |f:4.5|. Reported procedure: Zinc-copper couple (0.75 g) is added to a stirred mixture of 4-(5-chloro-2-fluorobenzoyl)nicotinic acid and 3-(5-chloro-2-fluorobenzoyl)isonicotinic acid of Preparative Example 18 (94/6 on a molar base; 0.60 g) in 75% formic acid. The exothermic and effervescent reaction mixture is stirred for 15 min before heating to 80° C. for 2 hours. After cooling to 40° C., the mixture is filtered through a sintered glass funnel. The solid is washed with 75% formic acid (1×5 mL) and ethyl acetate (2×5 mL). ...